This data is from the Open Reaction Database (ORD), a public repository of structured organic reaction records. The task is: describe an organic reaction: reactants, conditions, products, and yield Reactants: ClC=1C=C(C=CC1)C(CNC(C(=O)OCC)=O)=O (Ethyl [[2-(3-Chlorophenyl)-2-oxoethyl]amino](oxo)acetate), O=P(Cl)(Cl)Cl (POCl3). Solvent: C1=CC=CC=C1 (benzene). Product: ClC=1C=C(C=CC1)C1=CN=C(O1)C(=O)OCC (Ethyl 5-(3-Chlorophenyl)-1,3-oxazole-2-carboxylate). Isolated yield 51.6%. As a reaction SMILES: [Cl:1][C:2]1[CH:3]=[C:4]([C:8](=[O:18])[CH2:9][NH:10][C:11](=O)[C:12]([O:14][CH2:15][CH3:16])=[O:13])[CH:5]=[CH:6][CH:7]=1.O=P(Cl)(Cl)Cl>C1C=CC=CC=1>[Cl:1][C:2]1[CH:3]=[C:4]([C:8]2[O:18][C:11]([C:12]([O:14][CH2:15][CH3:16])=[O:13])=[N:10][CH:9]=2)[CH:5]=[CH:6][CH:7]=1. Procedure details: A mixture of the product from Step 79b (1.28 g, 4.70 mmol, 1 eq), benzene (8 mL), and POCl3 (2.0 mL, 21 mmol) is heated under reflux for 65 h and cooled. The mixture is then evaporated and extracted between CHCl3 and water. The organic layer is separated, dried over MgSO4, filtered, and evaporated. The residue is crystallized from EtOH to give the title product (0.61 g, 51%). MS (ESI) for C12H10ClNO3 m/z 252 (M+H)+.